From a dataset of the Open Reaction Database (ORD), a public repository of structured organic reaction records. describe an organic reaction: reactants, conditions, products, and yield Reactants: CCOC(C)=O, CCCCCC, CCO, C=Cc1cc(Cl)c2c(c1)CN(Cc1ccc(CC)cc1)C2=O, [H][H]. The product is CCc1ccc(CN2Cc3cc(CC)cc(Cl)c3C2=O)cc1. RXN SMILES: [C:25]([O:26][CH2:27][CH3:28])(=[O:29])[CH3:30].[CH3:31][CH2:32][CH2:33][CH2:34][CH2:35][CH3:36].[CH3:37][CH2:38][OH:39].[Cl:1][c:2]1[cH:3][c:4]([CH:21]=[CH2:22])[cH:5][c:6]2[c:10]1[C:9](=[O:11])[N:8]([CH2:12][c:13]1[cH:14][cH:15][c:16]([CH2:19][CH3:20])[cH:17][cH:18]1)[CH2:7]2.[H:23][H:24]>>[Cl:1][c:2]1[cH:3][c:4]([CH2:21][CH3:22])[cH:5][c:6]2[c:10]1[C:9](=[O:11])[N:8]([CH2:12][c:13]1[cH:14][cH:15][c:16]([CH2:19][CH3:20])[cH:17][cH:18]1)[CH2:7]2. Reactants: CCOCC, O=Cc1ccccc1, Nc1ccc(NC(=O)C(=O)N2CCC(Cc3ccc(F)cc3)CC2)cc1. The product is O=C(Nc1ccc(NCc2ccccc2)cc1)C(=O)N1CCC(Cc2ccc(F)cc2)CC1. RXN SMILES: [CH2:35]([O:36][CH2:37][CH3:38])[CH3:39].[CH:27](=[O:28])[c:29]1[cH:30][cH:31][cH:32][cH:33][cH:34]1.[NH2:1][c:2]1[cH:3][cH:4][c:5]([NH:8][C:9]([C:10](=[O:11])[N:12]2[CH2:13][CH2:14][CH:15]([CH2:18][c:19]3[cH:20][cH:21][c:22]([F:25])[cH:23][cH:24]3)[CH2:16][CH2:17]2)=[O:26])[cH:6][cH:7]1>>[NH:1]([c:2]1[cH:3][cH:4][c:5]([NH:8][C:9]([C:10](=[O:11])[N:12]2[CH2:13][CH2:14][CH:15]([CH2:18][c:19]3[cH:20][cH:21][c:22]([F:25])[cH:23][cH:24]3)[CH2:16][CH2:17]2)=[O:26])[cH:6][cH:7]1)[CH2:27][c:29]1[cH:30][cH:31][cH:32][cH:33][cH:34]1.